Dataset: the Open Reaction Database (ORD), a public repository of structured organic reaction records. Task: describe an organic reaction: reactants, conditions, products, and yield Starting materials: C1(CCCCC1)NC1=CC=C(C=2C(C3=CC(=CC=C3C(C12)=O)[N+](=O)[O-])=O)Cl (1-cyclohexylamino-4-chloro-6-nitroanthraquinone), C(C)(C)(C)C1=CC=C(N)C=C1 (p-tert.-butylaniline), C(C)(=O)[O-].[K+] (potassium acetate), [Cl-] (chloride). The reagents and catalysts are II (iodine). Run in CO (methanol). Product: C1(CCCCC1)NC1=CC=C(C=2C(C3=CC(=CC=C3C(C12)=O)[N+](=O)[O-])=O)NC1=CC=C(C=C1)C(C)(C)C (1-cyclohexylamino-4-(p-tert.-butylanilino)-6-nitroanthraquinone). As a reaction SMILES: [CH:1]1([NH:7][C:8]2[C:21]3[C:20](=[O:22])[C:19]4[C:14](=[CH:15][C:16]([N+:23]([O-:25])=[O:24])=[CH:17][CH:18]=4)[C:13](=[O:26])[C:12]=3[C:11](Cl)=[CH:10][CH:9]=2)[CH2:6][CH2:5][CH2:4][CH2:3][CH2:2]1.[C:28]([C:32]1[CH:38]=[CH:37][C:35]([NH2:36])=[CH:34][CH:33]=1)([CH3:31])([CH3:30])[CH3:29].C([O-])(=O)C.[K+].[Cl-]>CO.II>[CH:1]1([NH:7][C:8]2[C:21]3[C:20](=[O:22])[C:19]4[C:14](=[CH:15][C:16]([N+:23]([O-:25])=[O:24])=[CH:17][CH:18]=4)[C:13](=[O:26])[C:12]=3[C:11]([NH:36][C:35]3[CH:37]=[CH:38][C:32]([C:28]([CH3:31])([CH3:30])[CH3:29])=[CH:33][CH:34]=3)=[CH:10][CH:9]=2)[CH2:6][CH2:5][CH2:4][CH2:3][CH2:2]1 |f:2.3|. Procedure details: 30 g of 1-cyclohexylamino-4-chloro-6-nitroanthraquinone, 90 ml of p-tert.-butylaniline, 9.6 g of potassium acetate, 0.2 g of copperI chloride and 0.05 g of iodine are heated at 120°-130° C until only a little starting material remains detectable (approx. 12 hours being required). The mixture is diluted with 135 ml of methanol and the product is filtered off cold and washed with methanol and hot water. 26 g of 1-cyclohexylamino-4-(p-tert.-butylanilino)-6-nitroanthraquinone are obtained.